This data is from the Open Reaction Database (ORD), a public repository of structured organic reaction records. The task is: describe an organic reaction: reactants, conditions, products, and yield The reactants are [H][H] (hydrogen), C(C1=CC=CC=C1)OC([C@H]1N(CCC1)C([C@H]1N(CCC1)C([C@@H](NS(=O)(=O)CC)C)=O)=O)=O (N-ethanesulfonyl-L-alanyl-L-prolyl-L-proline benzylester). The reagents and catalysts are [C].[Pd] (palladium carbon). Run in CO (methanol), O (water). Yields the product C(C)S(=O)(=O)N[C@@H](C)C(=O)N1[C@H](C(=O)N2[C@H](C(=O)O)CCC2)CCC1 (N-ethanesulfonyl-L-alanyl-L-prolyl-L-proline). Yield: 72.5%. As a reaction SMILES: C([O:8][C:9](=[O:32])[C@@H:10]1[CH2:14][CH2:13][CH2:12][N:11]1[C:15](=[O:31])[C@@H:16]1[CH2:20][CH2:19][CH2:18][N:17]1[C:21](=[O:30])[C@H:22]([CH3:29])[NH:23][S:24]([CH2:27][CH3:28])(=[O:26])=[O:25])C1C=CC=CC=1.[H][H]>CO.O.[C].[Pd]>[CH2:27]([S:24]([NH:23][C@H:22]([C:21]([N:17]1[CH2:18][CH2:19][CH2:20][C@H:16]1[C:15]([N:11]1[CH2:12][CH2:13][CH2:14][C@H:10]1[C:9]([OH:32])=[O:8])=[O:31])=[O:30])[CH3:29])(=[O:25])=[O:26])[CH3:28] |f:4.5|. Procedure: N-ethanesulfonyl-L-alanyl-L-prolyl-L-proline benzylester (2.00 g, 4.29 m mole) was dissolved in a mixture of methanol (10 ml) and water (10 ml), and then hydrogen gas was passed through the solution in the presence of 5% palladium carbon for 1.5 hours at room temperature. Cellite was added to the reaction solution and the solution was filtered and this operation was repeated again. The catalyst was completely removed and the filtrate was concentrated under reduced pressure. The thus produced cry... Reactants: C(CCCCCCCCCCC)N(CCOC1=CC=C(C=C1)I)C(C(=O)OCC)C ([N-Dodecyl-N-[2-[4-iodophenoxy]ethyl]amino]propanoic acid, ethyl ester), FC(C(C=C)O)(F)F (4,4,4-trifluorobut-1-en-3-ol), C(CCCCCCCCCCC)N(CCOC1=CC=C(C=C1)\C=C\C(C(F)(F)F)O)CCCC(=O)OCC (4-[N-dodecyl-N-2-[4-(E)-[3-hydroxy-4,4,4-trifluorobut-1-en-1-yl]phenoxy]ethylamino]butanoic acid, ethyl ester). Product: C(CCCCCCCCCCC)N(CCOC1=CC=C(C=C1)\C=C\C(C(F)(F)F)O)CCC(=O)OCC (3-[N-Dodecyl-N-2-[4-(E)-[3hydroxy-4,4,4-trifluorobut-1-en-1-yl]phenoxy]ethylamino]propanoic acid, ethyl ester). The yield is 76.0%. As a reaction SMILES: C(N(C(C)[C:25]([O:27][CH2:28][CH3:29])=[O:26])CCOC1C=CC(I)=CC=1)CCCCCCCCCCC.FC(F)(F)C(O)C=C.[CH2:39]([N:51]([CH2:69][CH2:70]CC(OCC)=O)[CH2:52][CH2:53][O:54][C:55]1[CH:60]=[CH:59][C:58](/[CH:61]=[CH:62]/[CH:63]([OH:68])[C:64]([F:67])([F:66])[F:65])=[CH:57][CH:56]=1)[CH2:40][CH2:41][CH2:42][CH2:43][CH2:44][CH2:45][CH2:46][CH2:47][CH2:48][CH2:49][CH3:50]>>[CH2:39]([N:51]([CH2:69][CH2:70][C:25]([O:27][CH2:28][CH3:29])=[O:26])[CH2:52][CH2:53][O:54][C:55]1[CH:60]=[CH:59][C:58](/[CH:61]=[CH:62]/[CH:63]([OH:68])[C:64]([F:66])([F:67])[F:65])=[CH:57][CH:56]=1)[CH2:40][CH2:41][CH2:42][CH2:43][CH2:44][CH2:45][CH2:46][CH2:47][CH2:48][CH2:49][CH3:50]. Procedure details: [N-Dodecyl-N-[2-[4-iodophenoxy]ethyl]amino]propanoic acid, ethyl ester (0.95 g, 1.79 mmol) and 4,4,4-trifluorobut-1-en-3-ol (complex with 0.7 THF, 0.95 g, 5.4 mmol) were reacted by the general procedure as described in the preparation of 4-[N-dodecyl-N-2-[4-(E)-[3-hydroxy-4,4,4-trifluorobut-1-en-1-yl]phenoxy]ethylamino]butanoic acid, ethyl ester (Example 48) and afforded the title compound (0.633 g, 76%) as a colorless oil. Reactants: CCCCCC(=O)O, [NH4+], [OH-]. Product: CCCC(N)CC(=O)O. RXN SMILES: [CH3:1][CH2:2][CH2:3][CH2:4][CH2:5][C:6]([OH:7])=[O:8].[NH4+:9].[OH-:10]>>[CH3:1][CH2:2][CH2:3][CH:4]([CH2:5][C:6]([OH:7])=[O:8])[NH2:9]. Reactants: O=C([O-])[O-], CCCCOC(=O)c1nc(Br)c2ccccc2c1OCc1ccccc1, C1CCOC1, CCO, [Na+], [Na+], O, Cc1ccc(B(O)O)cc1, c1ccc(P(c2ccccc2)(c2ccccc2)[Pd](P(c2ccccc2)(c2ccccc2)c2ccccc2)(P(c2ccccc2)(c2ccccc2)c2ccccc2)P(c2ccccc2)(c2ccccc2)c2ccccc2)cc1. The product is CCCCOC(=O)c1nc(-c2ccc(C)cc2)c2ccccc2c1OCc1ccccc1. As a reaction SMILES: [C:37](=[O:38])([O-:39])[O-:40].[CH2:1]([CH2:2][CH2:3][CH3:4])[O:5][C:6](=[O:7])[c:8]1[n:9][c:10]([Br:26])[c:11]2[cH:12][cH:13][cH:14][cH:15][c:16]2[c:17]1[O:18][CH2:19][c:20]1[cH:21][cH:22][cH:23][cH:24][cH:25]1.[CH2:43]1[O:44][CH2:45][CH2:46][CH2:47]1.[CH3:48][CH2:49][OH:50].[Na+:41].[Na+:42].[OH2:51].[c:27]1([CH3:36])[cH:28][cH:29][c:30]([B:33]([OH:34])[OH:35])[cH:31][cH:32]1.[cH:52]1[cH:53][cH:54][c:55]([P:56]([Pd:57]([P:58]([c:59]2[cH:60][cH:61][cH:62][cH:63][cH:64]2)([c:65]2[cH:66][cH:67][cH:68][cH:69][cH:70]2)[c:71]2[cH:72][cH:73][cH:74][cH:75][cH:76]2)([P:77]([c:78]2[cH:79][cH:80][cH:81][cH:82][cH:83]2)([c:84]2[cH:85][cH:86][cH:87][cH:88][cH:89]2)[c:90]2[cH:91][cH:92][cH:93][cH:94][cH:95]2)[P:96]([c:97]2[cH:98][cH:99][cH:100][cH:101][cH:102]2)([c:103]2[cH:104][cH:105][cH:106][cH:107][cH:108]2)[c:109]2[cH:110][cH:111][cH:112][cH:113][cH:114]2)([c:115]2[cH:116][cH:117][cH:118][cH:119][cH:120]2)[c:121]2[cH:122][cH:123][cH:124][cH:125][cH:126]2)[cH:127][cH:128]1>>[CH2:1]([CH2:2][CH2:3][CH3:4])[O:5][C:6](=[O:7])[c:8]1[n:9][c:10](-[c:30]2[cH:29][cH:28][c:27]([CH3:36])[cH:32][cH:31]2)[c:11]2[cH:12][cH:13][cH:14][cH:15][c:16]2[c:17]1[O:18][CH2:19][c:20]1[cH:21][cH:22][cH:23][cH:24][cH:25]1. Reactants: CC#N, Oc1cccc(NCc2cccc(OC(F)(F)C(F)F)c2)c1, FC(F)(F)C1CO1, O=S(=O)([O-])C(F)(F)F, O=S(=O)([O-])C(F)(F)F, O=S(=O)([O-])C(F)(F)F, O, [Yb+3]. RXN SMILES: [CH3:56][C:57]#[N:58].[F:1][C:2]([CH:3]([F:4])[F:5])([O:6][c:7]1[cH:8][c:9]([CH2:13][NH:14][c:15]2[cH:16][c:17]([OH:21])[cH:18][cH:19][cH:20]2)[cH:10][cH:11][cH:12]1)[F:22].[F:23][C:24]([CH:25]1[CH2:26][O:27]1)([F:28])[F:29].[F:30][C:31]([F:32])([F:33])[S:34]([O-:35])(=[O:36])=[O:37].[F:39][C:40]([F:41])([F:42])[S:43]([O-:44])(=[O:45])=[O:46].[F:47][C:48]([F:49])([F:50])[S:51]([O-:52])(=[O:53])=[O:54].[OH2:55].[Yb+3:38]>>[F:1][C:2]([CH:3]([F:4])[F:5])([O:6][c:7]1[cH:8][c:9]([CH2:13][N:14]([c:15]2[cH:16][c:17]([OH:21])[cH:18][cH:19][cH:20]2)[CH2:26][CH:25]([C:24]([F:23])([F:28])[F:29])[OH:27])[cH:10][cH:11][cH:12]1)[F:22]. Product: Oc1cccc(N(Cc2cccc(OC(F)(F)C(F)F)c2)CC(O)C(F)(F)F)c1. Starting materials: C1(CCCCC1)S (cyclohexyl-mercaptan), ClCCCCOC=1C=C2CCC(NC2=CC1)=O (6-(4-chloro-butoxy)-3,4-dihydro-carbostyril). Yields the product C1(CCCCC1)SCCCCOC=1C=C2CCC(NC2=CC1)=O (6-(4-Cyclohexylmercapto-butoxy)-3,4-dihydro-carbostyril). Reaction SMILES: [CH:1]1([SH:7])[CH2:6][CH2:5][CH2:4][CH2:3][CH2:2]1.Cl[CH2:9][CH2:10][CH2:11][CH2:12][O:13][C:14]1[CH:15]=[C:16]2[C:21](=[CH:22][CH:23]=1)[NH:20][C:19](=[O:24])[CH2:18][CH2:17]2>>[CH:1]1([S:7][CH2:9][CH2:10][CH2:11][CH2:12][O:13][C:14]2[CH:15]=[C:16]3[C:21](=[CH:22][CH:23]=2)[NH:20][C:19](=[O:24])[CH2:18][CH2:17]3)[CH2:6][CH2:5][CH2:4][CH2:3][CH2:2]1. Procedure: Prepared analogous to Example 1 from cyclohexyl-mercaptan and 6-(4-chloro-butoxy)-3,4-dihydro-carbostyril